Dataset: the Open Reaction Database (ORD), a public repository of structured organic reaction records. Task: describe an organic reaction: reactants, conditions, products, and yield RXN SMILES: [CH3:1][O:2][CH2:3][c:4]1[cH:5][c:6]([OH:24])[c:7]2[c:8]([n:9][c:10](-[c:13]3[n:14][cH:15][cH:16][cH:17][c:18]3[C:19]([F:20])([F:21])[F:22])[cH:11][n:12]2)[n:23]1.[Cl:38][CH:39]([Cl:40])[Cl:41].[P:25]([Cl:26])([Cl:27])([Cl:28])=[O:29].[n:30]1[c:31]([CH3:32])[cH:33][cH:34][cH:35][c:36]1[CH3:37]>>[CH3:1][O:2][CH2:3][c:4]1[cH:5][c:6]([Cl:27])[c:7]2[c:8]([n:9][c:10](-[c:13]3[n:14][cH:15][cH:16][cH:17][c:18]3[C:19]([F:20])([F:21])[F:22])[cH:11][n:12]2)[n:23]1. The reactants are COCc1cc(O)c2ncc(-c3ncccc3C(F)(F)F)nc2n1, ClC(Cl)Cl, O=P(Cl)(Cl)Cl, Cc1cccc(C)n1. The product is COCc1cc(Cl)c2ncc(-c3ncccc3C(F)(F)F)nc2n1. Reactants: CNC, O=C1N(c2ccc(OC(F)(F)F)cc2)CCC12CCN(S(=O)(=O)c1cccnc1Cl)CC2. The product is CN(C)c1ncccc1S(=O)(=O)N1CCC2(CCN(c3ccc(OC(F)(F)F)cc3)C2=O)CC1. RXN SMILES: [CH3:33][NH:34][CH3:35].[Cl:1][c:2]1[n:3][cH:4][cH:5][cH:6][c:7]1[S:8](=[O:9])(=[O:10])[N:11]1[CH2:12][CH2:13][C:14]2([CH2:15][CH2:16][N:17]([c:20]3[cH:21][cH:22][c:23]([O:26][C:27]([F:28])([F:29])[F:30])[cH:24][cH:25]3)[C:18]2=[O:19])[CH2:31][CH2:32]1>>[c:2]1([N:34]([CH3:33])[CH3:35])[n:3][cH:4][cH:5][cH:6][c:7]1[S:8](=[O:9])(=[O:10])[N:11]1[CH2:12][CH2:13][C:14]2([CH2:15][CH2:16][N:17]([c:20]3[cH:21][cH:22][c:23]([O:26][C:27]([F:28])([F:29])[F:30])[cH:24][cH:25]3)[C:18]2=[O:19])[CH2:31][CH2:32]1. The reactants are CC(=O)O, CC(C)=O, NC1COC(C(c2ccccc2)c2ccccc2)CC1O, O=Cc1ccc2[nH]ccc2c1. Product: OC1CC(C(c2ccccc2)c2ccccc2)OCC1NCc1ccc2[nH]ccc2c1. Reaction SMILES: [CH3:33][C:34](=[O:35])[OH:36].[CH3:37][C:38](=[O:39])[CH3:40].[NH2:1][CH:2]1[CH:3]([OH:21])[CH2:4][CH:5]([CH:8]([c:9]2[cH:10][cH:11][cH:12][cH:13][cH:14]2)[c:15]2[cH:16][cH:17][cH:18][cH:19][cH:20]2)[O:6][CH2:7]1.[nH:22]1[cH:23][cH:24][c:25]2[cH:26][c:27]([CH:31]=[O:32])[cH:28][cH:29][c:30]12>>[NH:1]([CH:2]1[CH:3]([OH:21])[CH2:4][CH:5]([CH:8]([c:9]2[cH:10][cH:11][cH:12][cH:13][cH:14]2)[c:15]2[cH:16][cH:17][cH:18][cH:19][cH:20]2)[O:6][CH2:7]1)[CH2:31][c:27]1[cH:26][c:25]2[cH:24][cH:23][nH:22][c:30]2[cH:29][cH:28]1. The reactants are C1(=CC=CC=C1)C (toluene), C(#N)C=1C=C(C=CC1OS(=O)(=O)C(F)(F)F)C=1C=C(C(=O)OC)C=CN1 (methyl 2-(3-cyano-4-{[(trifluoromethyl)sulfonyl]oxy}phenyl)isonicotinate), C1(=CC=CC=C1)B(O)O (phenylboronic acid), C([O-])([O-])=O.[K+].[K+] (potassium carbonate). The reagents and catalysts are C=1C=CC(=CC1)[P](C=2C=CC=CC2)(C=3C=CC=CC3)[Pd]([P](C=4C=CC=CC4)(C=5C=CC=CC5)C=6C=CC=CC6)([P](C=7C=CC=CC7)(C=8C=CC=CC8)C=9C=CC=CC9)[P](C=1C=CC=CC1)(C=1C=CC=CC1)C=1C=CC=CC1 (tetrakis(triphenylphosphine)palladium). Run in O (Water). Reaction conditions: temperature 100 celsius. The product is C(#N)C1=C(C=CC(=C1)C=1C=C(C(=O)OC)C=CN1)C1=CC=CC=C1 (methyl 2-(2-cyanobiphenyl-4-yl)isonicotinate). RXN SMILES: [C:1]1(C)[CH:6]=[CH:5][CH:4]=[CH:3][CH:2]=1.[C:8]([C:10]1[CH:11]=[C:12]([C:24]2[CH:25]=[C:26]([CH:31]=[CH:32][N:33]=2)[C:27]([O:29][CH3:30])=[O:28])[CH:13]=[CH:14][C:15]=1OS(C(F)(F)F)(=O)=O)#[N:9].C1(B(O)O)C=CC=CC=1.C(=O)([O-])[O-].[K+].[K+]>C1C=CC([P]([Pd]([P](C2C=CC=CC=2)(C2C=CC=CC=2)C2C=CC=CC=2)([P](C2C=CC=CC=2)(C2C=CC=CC=2)C2C=CC=CC=2)[P](C2C=CC=CC=2)(C2C=CC=CC=2)C2C=CC=CC=2)(C2C=CC=CC=2)C2C=CC=CC=2)=CC=1.O>[C:8]([C:10]1[CH:11]=[C:12]([C:24]2[CH:25]=[C:26]([CH:31]=[CH:32][N:33]=2)[C:27]([O:29][CH3:30])=[O:28])[CH:13]=[CH:14][C:15]=1[C:1]1[CH:6]=[CH:5][CH:4]=[CH:3][CH:2]=1)#[N:9] |f:3.4.5,^1:52,54,73,92|. Procedure details: 87 mg of tetrakis(triphenylphosphine)palladium was added to a toluene (25 ml) suspension of 966 mg of methyl 2-(3-cyano-4-{[(trifluoromethyl)sulfonyl]oxy}phenyl)isonicotinate, 610 mg of phenylboronic acid and 518 mg of potassium carbonate, followed by heating at 100° C. in an argon atmosphere for 2 hours. Water was added to the reaction mixture, followed by extraction with ethyl acetate. The organic layer was washed with brine, dried and concentrated under reduced pressure. The residue was purif... Starting materials: O=C([O-])[O-], C1CCOC1, COc1cccc2ncc(N)cc12, Nc1ncc(-c2cc(Cl)nc(N3CCOCC3)n2)cn1, [Cs+], [Cs+], CC(=O)[O-], CC(=O)[O-], [Pd+2], c1ccc(P(c2ccccc2)c2ccc3ccccc3c2-c2c(P(c3ccccc3)c3ccccc3)ccc3ccccc23)cc1. Product: COc1cccc2ncc(Nc3cc(-c4cnc(N)nc4)nc(N4CCOCC4)n3)cc12. RXN SMILES: [C:47](=[O:48])([O-:49])[O-:50].[CH2:95]1[O:96][CH2:97][CH2:98][CH2:99]1.[CH3:73][O:74][c:75]1[c:76]2[cH:77][c:78]([NH2:85])[cH:79][n:80][c:81]2[cH:82][cH:83][cH:84]1.[Cl:53][c:54]1[cH:55][c:56](-[c:66]2[cH:67][n:68][c:69]([NH2:72])[n:70][cH:71]2)[n:57][c:58]([N:60]2[CH2:61][CH2:62][O:63][CH2:64][CH2:65]2)[n:59]1.[Cs+:51].[Cs+:52].[O-:87][C:88]([CH3:89])=[O:90].[O-:91][C:92]([CH3:93])=[O:94].[Pd+2:86].[cH:1]1[cH:2][cH:3][c:4]([P:5]([c:6]2[cH:7][cH:8][c:9]3[c:10]([cH:11][cH:12][cH:13][cH:14]3)[c:15]2-[c:16]2[c:17]3[c:18]([cH:19][cH:20][cH:21][cH:22]3)[cH:23][cH:24][c:25]2[P:26]([c:27]2[cH:28][cH:29][cH:30][cH:31][cH:32]2)[c:33]2[cH:34][cH:35][cH:36][cH:37][cH:38]2)[c:39]2[cH:40][cH:41][cH:42][cH:43][cH:44]2)[cH:45][cH:46]1>>[c:54]1([NH:85][c:78]2[cH:77][c:76]3[c:75]([O:74][CH3:73])[cH:84][cH:83][cH:82][c:81]3[n:80][cH:79]2)[cH:55][c:56](-[c:66]2[cH:67][n:68][c:69]([NH2:72])[n:70][cH:71]2)[n:57][c:58]([N:60]2[CH2:61][CH2:62][O:63][CH2:64][CH2:65]2)[n:59]1. Starting materials: COC1C=CC=2N(C3=CC=C(C=C3SC2C1(C=O)C(O[SiH2]C(C)(C)C)(C)C)OC)C (3,7-dimethoxy-4-(tert.butyldimethyl-silanyloxymethyl)-10-methyl-phenothiazine-4-carbaldehyde), C(C)(C)(C)[SiH2]OC(C1=C(C=CC=2N(C3=CC=C(C=C3SC12)OC)C)OC)(C)C (4-(tert.-butyl-dimethyl-silanyloxymethyl)-3,7-dimethoxy-10-methyl-phenothiazine), C(CCC)[Li] (n-butyllithium), C(=O)N1CCCCC1 (N-formylpiperidine), [BH4-].[Li+] (lithium borohydride), ice. Run in O1CCCC1 (tetrahydrofuran), C(C)OCC.O1CCCC1 (diethyl ether tetrahydrofuran). The product is C(C)(C)(C)[SiH2]OC(C1=C2SC=3C(=C(C=CC3N(C2=CC=C1OC)C)OC)CO)(C)C ([6-(tert.-butyl-dimethyl-silanyloxymethyl)-3,7-dimethoxy-10-methyl-phenothiazine-4-yl]methanol). Isolated yield 67.6%. As a reaction SMILES: [C:1]([SiH2:5][O:6][C:7]([CH3:28])([CH3:27])[C:8]1[C:21]2[S:20][C:19]3[C:14](=[CH:15][CH:16]=[C:17]([O:22][CH3:23])[CH:18]=3)[N:13]([CH3:24])[C:12]=2[CH:11]=[CH:10][C:9]=1[O:25][CH3:26])([CH3:4])([CH3:3])[CH3:2].C([Li])CCC.[CH:34](N1CCCCC1)=[O:35].COC1C(C(C)(C)O[SiH2]C(C)(C)C)(C=O)C2SC3C(=CC=C(OC)C=3)N(C)C=2C=C1.[BH4-].[Li+]>C(OCC)C.O1CCCC1.O1CCCC1>[C:1]([SiH2:5][O:6][C:7]([CH3:28])([CH3:27])[C:8]1[C:9]([O:25][CH3:26])=[CH:10][CH:11]=[C:12]2[C:21]=1[S:20][C:19]1[C:18]([CH2:34][OH:35])=[C:17]([O:22][CH3:23])[CH:16]=[CH:15][C:14]=1[N:13]2[CH3:24])([CH3:4])([CH3:3])[CH3:2] |f:4.5,6.7|. Procedure details: A solution of 4.56 g (10.9 mmol) of 4-(tert.-butyl-dimethyl-silanyloxymethyl)-3,7-dimethoxy-10-methyl-phenothiazine in 50 ml of diethyl ether/tetrahydrofuran (4:1) was reacted with 7.5 ml of n-butyllithium solution (1.6M in hexane) and 1.89 g (16.84 mmol) of N-formylpiperidine analogously to that described in Example 4.1.1c. The resulting 3,7-dimethoxy-4-(tert.butyldimethyl-silanyloxymethyl)-10-methyl-phenothiazine-4-carbaldehyde was dissolved in 50 ml of tetrahydrofuran and reduced with 12.0 ml...